Dataset: the Open Reaction Database (ORD), a public repository of structured organic reaction records. Task: describe an organic reaction: reactants, conditions, products, and yield Reactants: C1COCCO1, COCn1c(-c2cc3cc(C=C4SC(=O)NC4=O)ccc3n2C)nc2cc(Cl)c(Cl)cc21, Cl, [Na+], [OH-]. RXN SMILES: [CH2:36]1[O:37][CH2:38][CH2:39][O:40][CH2:41]1.[Cl:1][c:2]1[cH:3][c:4]2[c:5]([n:6]([CH2:27][O:28][CH3:29])[c:7](-[c:9]3[n:10]([CH3:26])[c:11]4[cH:12][cH:13][c:14]([CH:18]=[C:19]5[C:20](=[O:25])[NH:21][C:22](=[O:24])[S:23]5)[cH:15][c:16]4[cH:17]3)[n:8]2)[cH:30][c:31]1[Cl:32].[ClH:33].[Na+:35].[OH-:34]>>[Cl:1][c:2]1[cH:3][c:4]2[c:5]([n:6][c:7](-[c:9]3[n:10]([CH3:26])[c:11]4[cH:12][cH:13][c:14]([CH:18]=[C:19]5[C:20](=[O:25])[NH:21][C:22](=[O:24])[S:23]5)[cH:15][c:16]4[cH:17]3)[nH:8]2)[cH:30][c:31]1[Cl:32]. The product is Cn1c(-c2nc3cc(Cl)c(Cl)cc3[nH]2)cc2cc(C=C3SC(=O)NC3=O)ccc21. Procedure: Following same procedure of Mitsunobu reaction as described in example 16, step D, 4,4′-(2-phenylbut-1-ene-1,1-diyl)diphenol (220 mg, 0.473 mmol) was reacted with (1-methylpyrrolidin-2-yl)methanol (82 mg, 0.712 mmol, made from DL-proline Following Arch. Pharm. Phamz. Med. Chem. 1996, 329, 95-104.) to give 65 mg desired product (33% yield). m/z=414[M+1]+. The product is CN1C(CCC1)COC1=CC=C(C=C1)C(=C(CC)C1=CC=CC=C1)C1=CC=C(C=C1)O (4-(1-(4-((1-Methylpyrrolidin-2-yl)methoxy)phenyl)-2-phenylbut-1-enyl)phenol). The reactants are C1(=CC=CC=C1)C(=C(C1=CC=C(C=C1)O)C1=CC=C(C=C1)O)CC (4,4′-(2-phenylbut-1-ene-1,1-diyl)diphenol), CN1C(CCC1)CO ((1-methylpyrrolidin-2-yl)methanol). Isolated yield 33.2%. Reaction SMILES: [C:1]1([C:7]([CH2:23][CH3:24])=[C:8]([C:16]2[CH:21]=[CH:20][C:19]([OH:22])=[CH:18][CH:17]=2)[C:9]2[CH:14]=[CH:13][C:12]([OH:15])=[CH:11][CH:10]=2)[CH:6]=[CH:5][CH:4]=[CH:3][CH:2]=1.[CH3:25][N:26]1[CH2:30][CH2:29][CH2:28][CH:27]1[CH2:31]O>>[CH3:25][N:26]1[CH2:30][CH2:29][CH2:28][CH:27]1[CH2:31][O:22][C:19]1[CH:18]=[CH:17][C:16]([C:8]([C:9]2[CH:14]=[CH:13][C:12]([OH:15])=[CH:11][CH:10]=2)=[C:7]([C:1]2[CH:6]=[CH:5][CH:4]=[CH:3][CH:2]=2)[CH2:23][CH3:24])=[CH:21][CH:20]=1. Starting materials: COc1ccc(N)nc1, COc1ccc(C=O)cc1, COc1ccc(CNC2CCC2)cc1, CO. Yields the product COc1ccc(CNc2ccc(OC)cn2)cc1. Reaction SMILES: [CH3:11][O:12][c:13]1[cH:14][cH:15][c:16]([NH2:19])[n:17][cH:18]1.[CH3:1][O:2][c:3]1[cH:4][cH:5][c:6]([CH:7]=[O:8])[cH:9][cH:10]1.[CH3:20][O:21][c:22]1[cH:23][cH:24][c:25]([CH2:26][NH:27][CH:28]2[CH2:29][CH2:30][CH2:31]2)[cH:32][cH:33]1.[CH3:34][OH:35]>>[CH3:1][O:2][c:3]1[cH:4][cH:5][c:6]([CH2:7][NH:19][c:16]2[cH:15][cH:14][c:13]([O:12][CH3:11])[cH:18][n:17]2)[cH:9][cH:10]1.